From a dataset of the Open Reaction Database (ORD), a public repository of structured organic reaction records. describe an organic reaction: reactants, conditions, products, and yield The reactants are C1CCOC1, CO, [K+], O=Cc1ccc([N+](=O)[O-])cc1, O=[N+]([O-])c1ccc(C(Nc2ccccc2)P(=O)(Oc2ccccc2)Oc2ccccc2)cc1, [OH-]. Yields the product O=C(Cc1ccc([N+](=O)[O-])cc1)c1ccc([N+](=O)[O-])cc1. Reaction SMILES: [CH2:49]1[O:50][CH2:51][CH2:52][CH2:53]1.[CH3:47][OH:48].[K+:2].[N+:36](=[O:37])([O-:38])[c:39]1[cH:40][cH:41][c:42]([CH:43]=[O:44])[cH:45][cH:46]1.[NH:3]([CH:10]([P:4]([O:5][c:6]1[cH:7][cH:8][cH:9][cH:11][cH:12]1)([O:13][c:14]1[cH:15][cH:16][cH:17][cH:18][cH:19]1)=[O:20])[c:27]1[cH:28][cH:29][c:30]([N+:33](=[O:34])[O-:35])[cH:31][cH:32]1)[c:21]1[cH:22][cH:23][cH:24][cH:25][cH:26]1.[OH-:1]>>[CH2:10]([c:27]1[cH:28][cH:29][c:30]([N+:33](=[O:34])[O-:35])[cH:31][cH:32]1)[C:43]([c:42]1[cH:41][cH:40][c:39]([N+:36](=[O:37])[O-:38])[cH:46][cH:45]1)=[O:44].